Dataset: the Open Reaction Database (ORD), a public repository of structured organic reaction records. Task: describe an organic reaction: reactants, conditions, products, and yield Reactants: ClC1=CC(=C(C=C1)C=1C(OC(=CC1)C(F)(F)F)=O)F (3-(4-chloro-2-fluorophenyl)-6-trifluoromethyl-2H-pyran-2-one), CN.CO (methylamine methanol), C1(=CC=C(C=C1)S(=O)(=O)O)C (p-toluenesulfonic acid), C(CC(O)(C(=O)O)CC(=O)O)(=O)O (citric acid). Solvent: CO (methanol). Reaction conditions: time 2 hour. Product: ClC1=CC(=C(C=C1)C=1C(N(C(=CC1)C(F)(F)F)C)=O)F (3-(4-chloro-2-fluorophenyl)-1-methyl-6-trifluoromethyl-2(1H)-pyridone). Reaction SMILES: [Cl:1][C:2]1[CH:7]=[CH:6][C:5]([C:8]2[C:9](=O)[O:10][C:11]([C:14]([F:17])([F:16])[F:15])=[CH:12][CH:13]=2)=[C:4]([F:19])[CH:3]=1.[CH3:20][NH2:21].CO.C(O)(=O)CC(CC(O)=O)(C(O)=O)O.C1(C)C=CC(S(O)(=O)=O)=CC=1>CO>[Cl:1][C:2]1[CH:7]=[CH:6][C:5]([C:8]2[C:9](=[O:10])[N:21]([CH3:20])[C:11]([C:14]([F:17])([F:16])[F:15])=[CH:12][CH:13]=2)=[C:4]([F:19])[CH:3]=1 |f:1.2|. Procedure: 9.3 g (32 mmol) of 3-(4-chloro-2-fluorophenyl)-6-trifluoromethyl-2H-pyran-2-one was added to 160 ml of methanol, and 3.8 g (48 mmol) of a 40% methylamine/methanol solution was dropwise added under cooling with ice, followed by stirring for 2 hours under cooling with ice. This reaction solution was acidified by an addition of a 10% citric acid aqueous solution and then extracted with ethyl acetate, followed by washing with water. The organic layer was dried over anhydrous magnesium sulfate, and t... Starting materials: CCOC(=O)CCC1(C)CC(=O)c2ccc(OCc3cccc(OCc4ccc5ccccc5n4)c3)cc2O1, CO, [Li+], C1CCOC1, [OH-], O, O. Product: CC1(CCC(=O)O)CC(=O)c2ccc(OCc3cccc(OCc4ccc5ccccc5n4)c3)cc2O1. As a reaction SMILES: [CH2:1]([CH3:2])[O:3][C:4]([CH2:5][CH2:6][C:7]1([CH3:38])[O:8][c:9]2[c:10]([cH:14][cH:15][c:16]([O:18][CH2:19][c:20]3[cH:21][c:22]([O:26][CH2:27][c:28]4[n:29][c:30]5[cH:31][cH:32][cH:33][cH:34][c:35]5[cH:36][cH:37]4)[cH:23][cH:24][cH:25]3)[cH:17]2)[C:11](=[O:13])[CH2:12]1)=[O:39].[CH3:49][OH:50].[Li+:42].[O:43]1[CH2:44][CH2:45][CH2:46][CH2:47]1.[OH-:41].[OH2:40].[OH2:48]>>[O:3]=[C:4]([CH2:5][CH2:6][C:7]1([CH3:38])[O:8][c:9]2[c:10]([cH:14][cH:15][c:16]([O:18][CH2:19][c:20]3[cH:21][c:22]([O:26][CH2:27][c:28]4[n:29][c:30]5[cH:31][cH:32][cH:33][cH:34][c:35]5[cH:36][cH:37]4)[cH:23][cH:24][cH:25]3)[cH:17]2)[C:11](=[O:13])[CH2:12]1)[OH:39]. Reactants: FC1=C(N)C=C(C(=C1)N1N=C(N=C1)C)OC (2-fluoro-5-methoxy-4-(3-methyl-1H-1,2,4-triazol-1-yl)aniline), C(=S)(N1C(C=CC=C1)=O)N1C(C=CC=C1)=O (1,1′-thiocarbonyldipyridin-2(1H)-one), ( 3 ). Solvent: ClCCl (Dichloromethane). Run at time 24 hour. Product: FC=1C(=CC(=C(C1)N1N=C(N=C1)C)OC)N=C=S (1-(5-fluoro-4-isothiocyanato-2-methoxyphenyl)-3-methyl-1H-1,2,4-triazole). The yield is 74.6%. RXN SMILES: [F:1][C:2]1[CH:8]=[C:7]([N:9]2[CH:13]=[N:12][C:11]([CH3:14])=[N:10]2)[C:6]([O:15][CH3:16])=[CH:5][C:3]=1[NH2:4].[C:17](N1C=CC=CC1=O)(N1C=CC=CC1=O)=[S:18]>ClCCl>[F:1][C:2]1[C:3]([N:4]=[C:17]=[S:18])=[CH:5][C:6]([O:15][CH3:16])=[C:7]([N:9]2[CH:13]=[N:12][C:11]([CH3:14])=[N:10]2)[CH:8]=1. Procedure details: Step B (3): Dichloromethane (125 mL) was added to a flask charged with 2-fluoro-5-methoxy-4-(3-methyl-1H-1,2,4-triazol-1-yl)aniline (1.07 g, 4.82 mmol) and 1,1′-thiocarbonyldipyridin-2(1H)-one (1.12 g, 4.82 mmol). The resulting mixture was stirred for 24 h at rt and concentrated in vacuo. The crude residue was purified using silica gel chromatography (0-5% EtOAc/chloroform, linear gradient over 36 min, flow 25 mL/min) to afford 1-(5-fluoro-4-isothiocyanato-2-methoxyphenyl)-3-methyl-1H-1,2,4-tria... Starting materials: C1=CC2=C(C=C1N=C=S)C(=O)OC23C4=C(C=C(C=C4)O)OC5=C3C=CC(=C5)O.CN(C)C=O (FITC DMF), microbead suspension. Solvent: CN(C)C=O (DMF), CN(C)C=O (DMF). Conditions: time 1 hour. The product is C1=CC2=C(C=C1N=C=S)C(=O)OC23C4=C(C=C(C=C4)O)OC5=C3C=CC(=C5)O (FITC). RXN SMILES: [CH:1]1[C:6]([N:7]=[C:8]=[S:9])=[CH:5][C:4]2[C:10]([O:12][C:13]3([C:23]4[CH:24]=[CH:25][C:26]([OH:28])=[CH:27][C:22]=4[O:21][C:15]4[CH:16]=[C:17]([OH:20])[CH:18]=[CH:19][C:14]3=4)[C:3]=2[CH:2]=1)=[O:11].CN(C=O)C>CN(C=O)C>[CH:1]1[C:6]([N:7]=[C:8]=[S:9])=[CH:5][C:4]2[C:10]([O:12][C:13]3([C:14]4[CH:19]=[CH:18][C:17]([OH:20])=[CH:16][C:15]=4[O:21][C:22]4[CH:27]=[C:26]([OH:28])[CH:25]=[CH:24][C:23]3=4)[C:3]=2[CH:2]=1)=[O:11] |f:0.1|. Reported procedure: A solution of 5.8 mg of FITC in 4 ml of DMF was prepared and serially diluted 1:4 with DMF. To 0.3 ml of each FITC-DMF dilution was added 5 ml of the above 1% microbead suspension. The suspensions were stirred for 1 hour and the equivalent fluorescence of each was determined. The results are given in the following Table: Starting materials: COC(=O)Cn1c2c(ccc1=O)C(=O)CCC2, [Na+], [OH-]. Yields the product O=C(O)Cn1c2c(ccc1=O)C(=O)CCC2. As a reaction SMILES: [CH3:1][O:2][C:3](=[O:4])[CH2:5][n:6]1[c:7](=[O:17])[cH:8][cH:9][c:10]2[c:15]1[CH2:14][CH2:13][CH2:12][C:11]2=[O:16].[Na+:19].[OH-:18]>>[O:2]=[C:3]([OH:4])[CH2:5][n:6]1[c:7](=[O:17])[cH:8][cH:9][c:10]2[c:15]1[CH2:14][CH2:13][CH2:12][C:11]2=[O:16].